The task is: describe an organic reaction: reactants, conditions, products, and yield. This data is from the Open Reaction Database (ORD), a public repository of structured organic reaction records. The reactants are ClC1=C2NC=NC2=NC=N1 (6-chloropurine), [H-].[Na+] (sodium hydride), O (H2O), C(C)(=O)OCCOCBr ((2-acetoxyethoxy)methyl bromide). Run in CN(C)C=O (DMF). Conditions: time 2 hour. Product: C(C)(=O)OCCOCN1C2=NC=NC(=C2N=C1)Cl (9-[(2-Acetoxy-ethoxy)methyl]-6-chloro-purine). Isolated yield 68.0%. RXN SMILES: [Cl:1][C:2]1[N:10]=[CH:9][N:8]=[C:7]2[C:3]=1[NH:4][CH:5]=[N:6]2.[H-].[Na+].[C:13]([O:16][CH2:17][CH2:18][O:19][CH2:20]Br)(=[O:15])[CH3:14].O>CN(C=O)C>[C:13]([O:16][CH2:17][CH2:18][O:19][CH2:20][N:6]1[CH:5]=[N:4][C:3]2[C:7]1=[N:8][CH:9]=[N:10][C:2]=2[Cl:1])(=[O:15])[CH3:14] |f:1.2|. Reported procedure: To a solution of 6-chloropurine (6 g, 38.8 mmoles) in DMF was added sodium hydride 60% (0.93 g) over 1.5 hour period. (2-acetoxyethoxy)methyl bromide was then added at room temperature; the reaction mixture was allowed to stir for 2 hours under N2 atmosphere. H2O was added and the product was extracted with ethyl acetate. The organic phase was dried over MgSO4, filtered, and evaporated in vacuo to give a light yellow solid 7.1 g, 68% yield of 9-[(2-Acetoxy-ethoxy)methyl]-6-chloro-purine. The cru... The reactants are BrCc1ccccc1, C1CCOC1, CCCC[N+](CCCC)(CCCC)CCCC, [H-], [I-], [Na+], OCCc1coc(-c2ccccc2)n1. Product: c1ccc(COCCc2coc(-c3ccccc3)n2)cc1. As a reaction SMILES: [Br:17][CH2:18][c:19]1[cH:20][cH:21][cH:22][cH:23][cH:24]1.[CH2:25]1[O:26][CH2:27][CH2:28][CH2:29]1.[CH2:31]([N+:32]([CH2:33][CH2:34][CH2:35][CH3:36])([CH2:37][CH2:38][CH2:39][CH3:40])[CH2:41][CH2:42][CH2:43][CH3:44])[CH2:45][CH2:46][CH3:47].[H-:16].[I-:30].[Na+:15].[c:1]1(-[c:7]2[o:8][cH:9][c:10]([CH2:12][CH2:13][OH:14])[n:11]2)[cH:2][cH:3][cH:4][cH:5][cH:6]1>>[c:1]1(-[c:7]2[o:8][cH:9][c:10]([CH2:12][CH2:13][O:14][CH2:18][c:19]3[cH:20][cH:21][cH:22][cH:23][cH:24]3)[n:11]2)[cH:2][cH:3][cH:4][cH:5][cH:6]1.